Task: describe an organic reaction: reactants, conditions, products, and yield. Dataset: the Open Reaction Database (ORD), a public repository of structured organic reaction records The reactants are CCOC(C)=O, CCO, O=C(NCCC(C(=O)NOCc1ccccc1)C1(CCCO)CCN(CCc2ccccc2)C1=O)c1ccc(F)c(F)c1. Yields the product O=C(NCCC(C(=O)NO)C1(CCCO)CCN(CCc2ccccc2)C1=O)c1ccc(F)c(F)c1. RXN SMILES: [CH3:44][CH2:45][O:46][C:47]([CH3:48])=[O:49].[CH3:50][CH2:51][OH:52].[F:1][c:2]1[cH:3][c:4]([C:5](=[O:6])[NH:7][CH2:8][CH2:9][CH:10]([C:11](=[O:12])[NH:13][O:14][CH2:15][c:16]2[cH:17][cH:18][cH:19][cH:20][cH:21]2)[C:22]2([CH2:36][CH2:37][CH2:38][OH:39])[C:23](=[O:35])[N:24]([CH2:27][CH2:28][c:29]3[cH:30][cH:31][cH:32][cH:33][cH:34]3)[CH2:25][CH2:26]2)[cH:40][cH:41][c:42]1[F:43]>>[F:1][c:2]1[cH:3][c:4]([C:5](=[O:6])[NH:7][CH2:8][CH2:9][CH:10]([C:11](=[O:12])[NH:13][OH:14])[C:22]2([CH2:36][CH2:37][CH2:38][OH:39])[C:23](=[O:35])[N:24]([CH2:27][CH2:28][c:29]3[cH:30][cH:31][cH:32][cH:33][cH:34]3)[CH2:25][CH2:26]2)[cH:40][cH:41][c:42]1[F:43]. Reactants: CC(C)(C)[O-].[K+] (t-BuOK), Cl (HCl), CC(C)(C)[O-].[K+] (t-BuOK), C(#N)CC(=O)N (cyanoacetamide), CC(/C=C/C(C)=O)CC ((E)-5-methylhept-3-en-2-one), 2, O=O (oxygen). Solvent: O (water), CS(=O)C (DMSO). Conditions: time 1 hour. The product is C(C)(CC)C1=C(C(NC(=C1)C)=O)C#N (4-sec-butyl-1,2-dihydro-6-methyl-2-oxopyridine-3-carbonitrile). The yield is 53.0%. Reaction SMILES: CC([O-])(C)C.[K+].[C:7]([CH2:9][C:10]([NH2:12])=[O:11])#[N:8].[CH3:13][CH:14]([CH2:20][CH3:21])/[CH:15]=[CH:16]/[C:17](=O)[CH3:18].O=O.Cl>CS(C)=O.O>[CH:14]([C:15]1[CH:16]=[C:17]([CH3:18])[NH:12][C:10](=[O:11])[C:9]=1[C:7]#[N:8])([CH2:20][CH3:21])[CH3:13] |f:0.1|. Reported procedure: To a stirred solution of t-BuOK (8 g, 71.42 mmol) and cyanoacetamide (6.6 g, 78.57 mmol) in DMSO (80 mL) was added (E)-5-methylhept-3-en-2-one, 2 (9 g, 71.42 mmol) under argon atmosphere at room temperature. The reaction mixture was stirred at room temperature for 1 h and then added additional t-BuOK (24 g, 214.28 mmol) was added. Then argon was displaced by oxygen and stirred at RT for 48 h. The reaction mixture was cooled to 0° C., diluted with water (36 mL) followed by 4N HCl (up to pH˜4) and...